This data is from the Open Reaction Database (ORD), a public repository of structured organic reaction records. The task is: describe an organic reaction: reactants, conditions, products, and yield The reactants are COc1ccc(-c2nn(Cc3ccccc3)c(=O)c(C(=O)O)c2-c2ccc(OC)cc2)cc1, CCN, Cl. The product is CCNC(=O)c1c(-c2ccc(OC)cc2)c(-c2ccc(OC)cc2)nn(Cc2ccccc2)c1=O. Reaction SMILES: [CH2:1]([c:2]1[cH:3][cH:4][cH:5][cH:6][cH:7]1)[n:8]1[n:9][c:10](-[c:26]2[cH:27][cH:28][c:29]([O:32][CH3:33])[cH:30][cH:31]2)[c:11](-[c:18]2[cH:19][cH:20][c:21]([O:24][CH3:25])[cH:22][cH:23]2)[c:12]([C:15](=[O:16])[OH:17])[c:13]1=[O:14].[CH2:35]([CH3:36])[NH2:37].[ClH:34]>>[CH2:1]([c:2]1[cH:3][cH:4][cH:5][cH:6][cH:7]1)[n:8]1[n:9][c:10](-[c:26]2[cH:27][cH:28][c:29]([O:32][CH3:33])[cH:30][cH:31]2)[c:11](-[c:18]2[cH:19][cH:20][c:21]([O:24][CH3:25])[cH:22][cH:23]2)[c:12]([C:15](=[O:16])[NH:37][CH2:35][CH3:36])[c:13]1=[O:14].